From a dataset of the Open Reaction Database (ORD), a public repository of structured organic reaction records. describe an organic reaction: reactants, conditions, products, and yield Reactants: CC(C)(C)OC(=O)NC(CCO)c1cccc(Cl)c1Cl, ClCCl, O=C(O)C(F)(F)F. The product is NC(CCO)c1cccc(Cl)c1Cl. RXN SMILES: [Cl:1][c:2]1[c:3]([CH:9]([CH2:10][CH2:11][OH:12])[NH:13][C:14](=[O:15])[O:16][C:17]([CH3:18])([CH3:19])[CH3:20])[cH:4][cH:5][cH:6][c:7]1[Cl:8].[Cl:28][CH2:29][Cl:30].[OH:21][C:22]([C:23]([F:24])([F:25])[F:26])=[O:27]>>[Cl:1][c:2]1[c:3]([CH:9]([CH2:10][CH2:11][OH:12])[NH2:13])[cH:4][cH:5][cH:6][c:7]1[Cl:8]. Starting materials: ClC1=C(C#N)C=C(C=C1)[N+](=O)[O-] (2-chloro-5-nitrobenzonitrile), [H-].[Na+] (NaH), ClC1=C(N)C(=CC=C1)Cl (2,6-Dichloroaniline). Run in CS(=O)C (DMSO), CS(=O)C (DMSO), CCOC(=O)C (EtOAc). Reaction conditions: time 30 minute. Yields the product ClC1=C(C(=CC=C1)Cl)NC1=C(C#N)C=C(C=C1)[N+](=O)[O-] (2-(2,6-dichlorophenylamino)-5-nitrobenzonitrile). The yield is 94.1%. As a reaction SMILES: [Cl:1][C:2]1[CH:8]=[CH:7][CH:6]=[C:5]([Cl:9])[C:3]=1[NH2:4].[H-].[Na+].Cl[C:13]1[CH:20]=[CH:19][C:18]([N+:21]([O-:23])=[O:22])=[CH:17][C:14]=1[C:15]#[N:16]>CS(C)=O.CCOC(C)=O>[Cl:1][C:2]1[CH:8]=[CH:7][CH:6]=[C:5]([Cl:9])[C:3]=1[NH:4][C:13]1[CH:20]=[CH:19][C:18]([N+:21]([O-:23])=[O:22])=[CH:17][C:14]=1[C:15]#[N:16] |f:1.2|. Procedure details: 2,6-Dichloroaniline (2.84 g, 17.5 mmol) was dissolved in DMSO (5 mL) and 60% NaH (0.60 g, 15 mmol) was added. The mixture was stirred 30 min and then 2-chloro-5-nitrobenzonitrile (0.91 g, 5.0 mmol) in DMSO (5 mL) was added. The reaction darkened and warmed to 50°. After cooling to 23° the reaction was diluted with EtOAc (200 mL) and washed with H2O (3×), satd. aq. NaCl, and dried (Na2SO4), and concentrated to afford 1.45 g (94%) of the title compound as an ivory colored powder. 1H NMR (400) MHz.... Reported procedure: A 100-ml flask equipped with a stirrer was charged with 13.6 g (60 mmol) of 10-undecenyl glycidyl ether, 5.8 g (50 mmol) of butyldimethylsilane and 4 mg (0.01 mmol) of H2PtCl6. The contents were stirred at 60° C. for 24 hours. The resultant reaction mixture was distilled under reduced pressure (145°-154° C./6×10-3 Torr), thereby obtaining 14.15 g (yield: 82.6%) of 11-(butyldimethylsilyl)undecyl glycidyl ether. Product: C(C1CO1)OCCCCCCCCCCC[Si](C)(C)CCCC (11-(butyldimethylsilyl)undecyl glycidyl ether). Isolated yield 82.6%. As a reaction SMILES: [CH2:1]([O:5][CH2:6][CH2:7][CH2:8][CH2:9][CH2:10][CH2:11][CH2:12][CH2:13][CH2:14][CH:15]=[CH2:16])[CH:2]1[O:4][CH2:3]1.[CH2:17]([SiH:21]([CH3:23])[CH3:22])[CH2:18][CH2:19][CH3:20]>>[CH2:1]([O:5][CH2:6][CH2:7][CH2:8][CH2:9][CH2:10][CH2:11][CH2:12][CH2:13][CH2:14][CH2:15][CH2:16][Si:21]([CH2:17][CH2:18][CH2:19][CH3:20])([CH3:23])[CH3:22])[CH:2]1[O:4][CH2:3]1. Starting materials: C(C1CO1)OCCCCCCCCCC=C (10-undecenyl glycidyl ether), C(CCC)[SiH](C)C (butyldimethylsilane), H2PtCl6. Conditions: temperature 60 celsius, time 24 hour.